From a dataset of the Open Reaction Database (ORD), a public repository of structured organic reaction records. describe an organic reaction: reactants, conditions, products, and yield Yield: 89.0%. Procedure details: Starting from 6,7-dihydropyrido[3,2,1-ij]quinazoline-1,3 (2H,5H)-dione (prepared according to WO 2010/079206) and allyl bromide and using Procedure E, the title intermediate was obtained as a colourless solid (0.393 g; 89% yield). Reaction SMILES: [C:1]1(=[O:15])[C:10]2[C:5]3=[C:6]([CH2:11][CH2:12][CH2:13][N:4]3[C:3](=[O:14])[NH:2]1)[CH:7]=[CH:8][CH:9]=2.[CH2:16](Br)[CH:17]=[CH2:18]>>[CH2:18]([N:2]1[C:1](=[O:15])[C:10]2[C:5]3=[C:6]([CH2:11][CH2:12][CH2:13][N:4]3[C:3]1=[O:14])[CH:7]=[CH:8][CH:9]=2)[CH:17]=[CH2:16]. Yields the product C(C=C)N1C(N2C3=C(C=CC=C3C1=O)CCC2)=O (2-allyl-6,7-dihydro-5H-pyrido[3,2,1-ij]quinazoline-1,3-dione). Reactants: C1(NC(N2C3=C(C=CC=C13)CCC2)=O)=O (6,7-dihydropyrido[3,2,1-ij]quinazoline-1,3 (2H,5H)-dione), C(C=C)Br (allyl bromide). The reagents and catalysts are [Pd] (Pd/C). RXN SMILES: [CH2:1]([C:4]1[C:5]([OH:38])=[C:6]([C:35]([OH:37])=[O:36])[C:7](=[O:34])[N:8]([CH2:23][C:24]2[CH:29]=[CH:28][C:27]([O:30][CH3:31])=[CH:26][C:25]=2[O:32][CH3:33])[C:9]=1[C:10]1[CH:11]=[C:12]2[C:16](=[CH:17][CH:18]=1)[NH:15][C:14]([CH2:19][N:20]([CH3:22])[CH3:21])=[CH:13]2)[CH:2]=[CH2:3]>CCOC(C)=O.[Pd]>[CH3:33][O:32][C:25]1[CH:26]=[C:27]([O:30][CH3:31])[CH:28]=[CH:29][C:24]=1[CH2:23][N:8]1[C:9]([C:10]2[CH:11]=[C:12]3[C:16](=[CH:17][CH:18]=2)[NH:15][C:14]([CH2:19][N:20]([CH3:22])[CH3:21])=[CH:13]3)=[C:4]([CH2:1][CH2:2][CH3:3])[C:5]([OH:38])=[C:6]([C:35]([OH:37])=[O:36])[C:7]1=[O:34]. Procedure details: A mixture of 5-allyl-1-(2,4-dimethoxybenzyl)-6-(2-((dimethylamino)methyl)-1H-indol-5-yl)-4-hydroxy-2-oxo-1,2-dihydropyridine-3-carboxylic acid (45 mg, 0.085 mmol), prepared according to the procedure described in Example 164, Steps 1-6, and Pd/C (10 mg, 10%) in EtOAc (1 mL) was stirred under H2 (1 atm) at room temperature for 2 h. The solvent was evaporated and the residue was chromatographed (0-2.5% MeOH in CH2Cl2) to give the intermediate of 1-(2,4-dimethoxybenzyl)-6-(2-((dimethylamino)methyl)... Run in CCOC(=O)C (EtOAc). Reaction conditions: time 2 hour. Product: COC1=C(CN2C(C(=C(C(=C2C=2C=C3C=C(NC3=CC2)CN(C)C)CCC)O)C(=O)O)=O)C=CC(=C1)OC (1-(2,4-dimethoxybenzyl)-6-(2-((dimethylamino)methyl)-1H-indol-5-yl)-4-hydroxy-2-oxo-5-propyl-1,2-dihydropyridine-3-carboxylic acid). Starting materials: C(C=C)C=1C(=C(C(N(C1C=1C=C2C=C(NC2=CC1)CN(C)C)CC1=C(C=C(C=C1)OC)OC)=O)C(=O)O)O (5-allyl-1-(2,4-dimethoxybenzyl)-6-(2-((dimethylamino)methyl)-1H-indol-5-yl)-4-hydroxy-2-oxo-1,2-dihydropyridine-3-carboxylic acid). Starting materials: N([C@@H](CC(N)=O)C(=O)N[C@@H](CC(C)C)C(=O)N[C@@H](CO)C(=O)N[C@@H]([C@H](O)C)C(=O)OCC1=CC=CC=C1)C(=O)OC(C)(C)C (BOC-Asn-Leu-Ser-Thr-OBzl), FC(C(=O)O)(F)F (trifluoroacetic acid). Run at temperature -10 celsius, time 45 minute. Yields the product N[C@@H](CC(N)=O)C(=O)N[C@@H](CC(C)C)C(=O)N[C@@H](CO)C(=O)N[C@@H]([C@H](O)C)C(=O)OCC1=CC=CC=C1.FC(F)(F)C(=O)O (H-Asn-Leu-Ser-Thr-OBzl.TFA). RXN SMILES: [NH:1](C(OC(C)(C)C)=O)[C@H:2]([C:7]([NH:9][C@H:10]([C:15]([NH:17][C@H:18]([C:21]([NH:23][C@H:24]([C:28]([O:30][CH2:31][C:32]1[CH:37]=[CH:36][CH:35]=[CH:34][CH:33]=1)=[O:29])[C@@H:25]([CH3:27])[OH:26])=[O:22])[CH2:19][OH:20])=[O:16])[CH2:11][CH:12]([CH3:14])[CH3:13])=[O:8])[CH2:3][C:4](=[O:6])[NH2:5].[F:45][C:46]([F:51])([F:50])[C:47]([OH:49])=[O:48]>>[NH2:1][C@H:2]([C:7]([NH:9][C@H:10]([C:15]([NH:17][C@H:18]([C:21]([NH:23][C@H:24]([C:28]([O:30][CH2:31][C:32]1[CH:33]=[CH:34][CH:35]=[CH:36][CH:37]=1)=[O:29])[C@@H:25]([CH3:27])[OH:26])=[O:22])[CH2:19][OH:20])=[O:16])[CH2:11][CH:12]([CH3:14])[CH3:13])=[O:8])[CH2:3][C:4](=[O:6])[NH2:5].[F:45][C:46]([C:47]([OH:49])=[O:48])([F:51])[F:50] |f:2.3|. Reported procedure: 32 g of BOC-Asn-Leu-Ser-Thr-OBzl are dissolved in 192 ml of 90% strength trifluoroacetic acid and the solution left for 45 minutes at 20° C. Thereafter the solution is concentrated to about 40ml, mixed with 400 ml of ether whilst stirring and stirred for about 20 minutes at 35° C. under reflux. The crystal suspension is then cooled to -10° C. and is left to stand overnight at -10° C. The precipitate is filtered off, washed three times with ether and dried in vacuo over sodium hydroxide. Melting ... The reactants are O=O (oxygen), CNC (dimethylamine), Mn(CH3COO)2.4H2O, C(=S)=S (carbon disulfide). Run in C(C)(C)O (isopropanol). Conditions: temperature 50 celsius, time 90 minute. The product is CN(C)C(=S)SSC(=S)N(C)C (TMTD). The yield is 98.6%. RXN SMILES: [CH3:1][NH:2][CH3:3].[C:4](=[S:6])=[S:5].O=O>C(O)(C)C>[CH3:1][N:2]([C:4]([S:6][S:6][C:4]([N:2]([CH3:3])[CH3:1])=[S:5])=[S:5])[CH3:3]. Reported procedure: 13.5 g (0.3 mol) of dimethylamine and 24.4 mg (0.1×10-3 mol) of Mn(CH3COO)2.4H2O were dissolved in 100 g of isopropanol in the reaction equipment described in Example 1. 22.8 g (0.3 mol) of carbon disulfide were added to this solution. The resulting clear, dark brown solution was heated to 50° C., stirred vigorously, and subjected to 1.7 bar of oxygen. Under these conditions, the reaction came to an end after 90 minutes. TMTD was obtained with a yield of 98.6%. Starting materials: [OH-].[Na+] (NaOH), C=O (formalin), CN1C=CC2=CC=CC=C12 (1-methyl indole), N1[C@H](CO)CCC1 (L-prolinol). Run in C(C)(=O)O (acetic acid). Conditions: time 5 minute. Yields the product CN1C=C(C2=CC=CC=C12)CN1[C@@H](CCC1)CO (N-(1-Methylindol-3-ylmethyl)-(2S)-pyrrolidine-2-methanol). Isolated yield 83.0%. RXN SMILES: [CH2:1]=O.[NH:3]1[CH2:9][CH2:8][CH2:7][C@H:4]1[CH2:5][OH:6].[CH3:10][N:11]1[C:19]2[C:14](=[CH:15][CH:16]=[CH:17][CH:18]=2)[CH:13]=[CH:12]1.[OH-].[Na+]>C(O)(=O)C>[CH3:10][N:11]1[C:19]2[C:14](=[CH:15][CH:16]=[CH:17][CH:18]=2)[C:13]([CH2:1][N:3]2[CH2:9][CH2:8][CH2:7][C@H:4]2[CH2:5][OH:6])=[CH:12]1 |f:3.4|. Procedure details: To a mixture of formalin (0.33 ml, 48% in H2O) and acetic acid (0.9 ml) was added L-prolinol (0.43 g) with stirring under ice-cooling. After 5 min, 1-methyl indole (0.56 g) was added dropwise to the above reaction mixture, and stirring was continued for 2 h. At the end of this time, reaction mixture was basified with 2N NaOH; the oily residue was extracted with ethyl acetate, dried (Na2SO4), and the solvent was evaporated to dryness to give the title compound (0.87 g, 83%), as a white solid, mp....